From a dataset of the Open Reaction Database (ORD), a public repository of structured organic reaction records. describe an organic reaction: reactants, conditions, products, and yield The reactants are C(C)(C)(C)OC(=O)C1=C(SC=2C(N(CCC21)CC2=CC=C(C=C2)OC)CN)N (2-amino-7-aminomethyl-6-(4-methoxy-benzyl)-4,5,6,7-tetrahydro-thieno[2,3-c]pyridine-3-carboxylic acid tert-butyl ester), C(C)(C)N(CC)C(C)C (diisopropyl ethylamine), C(C)OC(C1=C(C=CC=C1CBr)O[Si](C)(C)C(C)(C)C)=O (6-bromomethyl-2-(tert-butyl-dimethyl-silanyloxy)-benzoic acid ethyl ester). Run in C(C)#N (acetonitrile). Reaction conditions: time 12 hour. Yields the product C(C)(C)(C)OC(=O)C1=C(SC=2C(N(CCC21)CC2=CC=C(C=C2)OC)CN2C(C1=C(C=CC=C1C2)O[Si](C)(C)C(C)(C)C)=O)N (2-amino-7-(7-(tert-butyl-dimethyl-silanyloxy)-1-oxo-1,3-dihydro-isoindol-2-ylmethyl)-6-(4-methoxy-benzyl)-4,5,6,7-tetrahydro-thieno[2,3-c]pyridine-3-carboxylic acid tert-butyl ester). The yield is 32.3%. Reaction SMILES: [C:1]([O:5][C:6]([C:8]1[C:16]2[CH2:15][CH2:14][N:13]([CH2:17][C:18]3[CH:23]=[CH:22][C:21]([O:24][CH3:25])=[CH:20][CH:19]=3)[CH:12]([CH2:26][NH2:27])[C:11]=2[S:10][C:9]=1[NH2:28])=[O:7])([CH3:4])([CH3:3])[CH3:2].C(N(C(C)C)CC)(C)C.C([O:40][C:41](=O)[C:42]1[C:47]([CH2:48]Br)=[CH:46][CH:45]=[CH:44][C:43]=1[O:50][Si:51]([C:54]([CH3:57])([CH3:56])[CH3:55])([CH3:53])[CH3:52])C>C(#N)C>[C:1]([O:5][C:6]([C:8]1[C:16]2[CH2:15][CH2:14][N:13]([CH2:17][C:18]3[CH:19]=[CH:20][C:21]([O:24][CH3:25])=[CH:22][CH:23]=3)[CH:12]([CH2:26][N:27]3[CH2:48][C:47]4[C:42](=[C:43]([O:50][Si:51]([C:54]([CH3:56])([CH3:55])[CH3:57])([CH3:52])[CH3:53])[CH:44]=[CH:45][CH:46]=4)[C:41]3=[O:40])[C:11]=2[S:10][C:9]=1[NH2:28])=[O:7])([CH3:4])([CH3:2])[CH3:3]. Procedure: To a solution of 2-amino-7-aminomethyl-6-(4-methoxy-benzyl)-4,5,6,7-tetrahydro-thieno[2,3-c]pyridine-3-carboxylic acid tert-butyl ester (80 mg, 0.20 mmol) and diisopropyl ethylamine (35 μl, 0.40 mmol) in acetonitrile (10 ml) at room temperature as added a solution of 6-bromomethyl-2-(tert-butyl-dimethyl-silanyloxy)-benzoic acid ethyl ester (69 mg, 0.2 mmol). The solution was stirred for 12 hours at room temperature and the solvent was evaporated in vacuo. The residue was dissolved in ethyl aceta... Starting materials: IC1=CC=C(C=C1)N1N=CC(=C1C)C(=O)O (1-(4-iodophenyl)-5-methylpyrazole-4-carboxylic acid), NC=1C=CC(=C(C#N)C1)N1CCC(CC1)N1CCOCC1 (5-amino-2-(4-morpholinopiperidin-1-yl)benzonitrile). Yields the product C(#N)C=1C=C(C=CC1N1CCC(CC1)N1CCOCC1)NC(=O)C=1C=NN(C1C)C1=CC=C(C=C1)I (N-[3-Cyano-4-(4-morpholinopiperidin-1-yl)phenyl]-1-(4-iodophenyl)-5-methylpyrazole-4-carboxamide). Yield: 48.0%. As a reaction SMILES: [I:1][C:2]1[CH:7]=[CH:6][C:5]([N:8]2[C:12]([CH3:13])=[C:11]([C:14]([OH:16])=O)[CH:10]=[N:9]2)=[CH:4][CH:3]=1.[NH2:17][C:18]1[CH:19]=[CH:20][C:21]([N:26]2[CH2:31][CH2:30][CH:29]([N:32]3[CH2:37][CH2:36][O:35][CH2:34][CH2:33]3)[CH2:28][CH2:27]2)=[C:22]([CH:25]=1)[C:23]#[N:24]>>[C:23]([C:22]1[CH:25]=[C:18]([NH:17][C:14]([C:11]2[CH:10]=[N:9][N:8]([C:5]3[CH:4]=[CH:3][C:2]([I:1])=[CH:7][CH:6]=3)[C:12]=2[CH3:13])=[O:16])[CH:19]=[CH:20][C:21]=1[N:26]1[CH2:31][CH2:30][CH:29]([N:32]2[CH2:33][CH2:34][O:35][CH2:36][CH2:37]2)[CH2:28][CH2:27]1)#[N:24]. Reported procedure: By the reaction and treatment in the same manner as in Example 64 using 1-(4-iodophenyl)-5-methylpyrazole-4-carboxylic acid (1.2 g) and 5-amino-2-(4-morpholinopiperidin-1-yl)benzonitrile (1 g), the title compound (1.0 g) was obtained, melting point: 280° C. Product: OC1=CN=C2N3CCNC(C3=CC2=C1)=O (7-Hydroxy-3,4-dihydro-2H-2,4a,5-triaza-fluoren-1-one). Reagents/catalysts: [Pd] (Pd), [Pd] (palladium on activated charcoal). Run in C(=O)O (formic acid). Procedure details: The suspension consistent of 0.20 g (0.68 mmol) 7-benzyloxy-3,4-dihydro-2H-2,4a,5-triaza-fluoren-1-one and 30 μg palladium on activated charcoal (10% Pd; commercially available) in 2 mL formic acid was hydrogenated at room temperature at 1.5 bar for 3 hours. The reaction mixture was filtered over Dicalite Speed Plus® (Aldrich), the filter cake was washed with formic acid and the volatile components were evaporated at a rotary evaporator. The residue was stirred in 3 mL ethyl acetate, filtered an... RXN SMILES: C([O:8][C:9]1[CH:21]=[C:20]2[C:12]([N:13]3[C:18](=[CH:19]2)[C:17](=[O:22])[NH:16][CH2:15][CH2:14]3)=[N:11][CH:10]=1)C1C=CC=CC=1>[Pd].C(O)=O>[OH:8][C:9]1[CH:21]=[C:20]2[C:12]([N:13]3[C:18](=[CH:19]2)[C:17](=[O:22])[NH:16][CH2:15][CH2:14]3)=[N:11][CH:10]=1. Starting materials: C(C1=CC=CC=C1)OC1=CN=C2N3CCNC(C3=CC2=C1)=O (7-benzyloxy-3,4-dihydro-2H-2,4a,5-triaza-fluoren-1-one). Starting materials: O (water), 4-fluorophenylthiol, C(=O)([O-])[O-].[K+].[K+] (K2CO3), CS(=O)C (DMSO), FC1=C(C=O)C=CC=C1 (2-fluorobenzaldehyde). Conditions: temperature 100 celsius. The product is FC1=CC=C(C=C1)SC1=C(C=O)C=CC=C1 (2-(4-fluorophenylthio)benzaldehyde). Isolated yield 64.0%. As a reaction SMILES: [C:1]([O-:4])([O-])=O.[K+].[K+].[F:7][C:8]1[CH:15]=[CH:14][CH:13]=[CH:12][C:9]=1C=O.O.C[S:18]([CH3:20])=O>>[F:7][C:8]1[CH:9]=[CH:12][C:13]([S:18][C:20]2[CH:14]=[CH:15][CH:8]=[CH:9][C:12]=2[CH:1]=[O:4])=[CH:14][CH:15]=1 |f:0.1.2|. Procedure details: To a suspension of 4-fluorophenylthiol (0.86 ml, 8.06 mmol) and K2CO3 (2.50 g, 18.12 mmol) in DMSO (5 ml) was added 2-fluorobenzaldehyde (1.00 g, 8.06 mmol) under N2 and the mixture heated at 100° C. for 3 hours. The reaction was cooled to room temperature and water (20 ml) added. This mixture was extracted with ethyl acetate, the combined organic extracts were washed with saturated brine, dried over MgSO4 and concentrated in vacuo to give a yellow solid (1.20 g, 5.17 mmol, 64%) δH (300 MHz, d6-... Starting materials: B, Cc1cc(C#N)cc(C)c1O, Cl, C1CCOC1. Yields the product Cc1cc(CN)cc(C)c1O, Cl. As a reaction SMILES: [BH3:1].[CH3:2][c:3]1[cH:4][c:5]([C:6]#[N:7])[cH:8][c:9]([CH3:12])[c:10]1[OH:11].[ClH:13].[O:14]1[CH2:15][CH2:16][CH2:17][CH2:18]1>>[CH3:2][c:3]1[cH:4][c:5]([CH2:6][NH2:7])[cH:8][c:9]([CH3:12])[c:10]1[OH:11].[ClH:13]. Reactants: OC=1C(=C(OC(C(=O)OC)C2=CC=CC=C2)C(=CC1C(CC)=O)CCC)CCC (Methyl α-[3-hydroxy-4-(1-oxopropyl)-2,6-dipropylphenoxy]benzeneacetate), [OH-].[Na+] (NaOH). The product is OC=1C(=C(OC(C(=O)O)C2=CC=CC=C2)C(=CC1C(CC)=O)CCC)CCC (α-[3-hydroxy-4-(1-oxopropyl)-2,6-dipropylphenoxy]benzeneacetic acid). As a reaction SMILES: [OH:1][C:2]1[C:3]([CH2:27][CH2:28][CH3:29])=[C:4]([C:17]([CH2:24][CH2:25][CH3:26])=[CH:18][C:19]=1[C:20](=[O:23])[CH2:21][CH3:22])[O:5][CH:6]([C:11]1[CH:16]=[CH:15][CH:14]=[CH:13][CH:12]=1)[C:7]([O:9]C)=[O:8].[OH-].[Na+]>>[OH:1][C:2]1[C:3]([CH2:27][CH2:28][CH3:29])=[C:4]([C:17]([CH2:24][CH2:25][CH3:26])=[CH:18][C:19]=1[C:20](=[O:23])[CH2:21][CH3:22])[O:5][CH:6]([C:11]1[CH:16]=[CH:15][CH:14]=[CH:13][CH:12]=1)[C:7]([OH:9])=[O:8] |f:1.2|. Procedure: The ester of step 2 (18.6 gm) was hydrolyzed with NaOH (98 ml) as for example 1, step 5. Starting materials: mixture, C(C1=CC=CC=C1)O[C@H]1[C@@H](CCC1)C1=NN(C=C1)C1OCCCC1 (3-[(1S,2R)-2-(benzyloxy)cyclopentyl]-1-(tetrahydro-2H-pyran-2-yl)-1H-pyrazol). Reagents/catalysts: [C].[Pd] (palladium carbon). The solvent is C(C)O (ethanol). Yields the product O1C(CCCC1)N1N=C(C=C1)[C@H]1[C@@H](CCC1)O ((1R,2S)-2-[1-(Tetrahydro-2H-pyran-2-yl)-1H-pyrazol-3-yl]cyclopentanol). Isolated yield 88.9%. Reaction SMILES: C([O:8][C@@H:9]1[CH2:13][CH2:12][CH2:11][C@H:10]1[C:14]1[CH:18]=[CH:17][N:16]([CH:19]2[CH2:24][CH2:23][CH2:22][CH2:21][O:20]2)[N:15]=1)C1C=CC=CC=1>[C].[Pd].C(O)C>[O:20]1[CH2:21][CH2:22][CH2:23][CH2:24][CH:19]1[N:16]1[CH:17]=[CH:18][C:14]([C@@H:10]2[CH2:11][CH2:12][CH2:13][C@H:9]2[OH:8])=[N:15]1 |f:1.2|. Reported procedure: The reaction and aftertreatment were conducted in the same manner as in Example 106b by using the 3-[(1S,2R)-2-(benzyloxy)cyclopentyl]-1-(tetrahydro-2H-pyran-2-yl)-1H-pyrazol (419 mg, 1.28 mmol) prepared in Example 149b, palladium carbon (5%; 400 mg) and ethanol (20 mL), to yield the title compound (269 mg, 89%) in the form of a diastereomeric mixture as a colorless oil.